Dataset: the Open Reaction Database (ORD), a public repository of structured organic reaction records. Task: describe an organic reaction: reactants, conditions, products, and yield The reactants are C(C=1C(O)=CC=CC1)(=O)O (salicylic acid), ClC(CO)(Cl)Cl (2,2,2-trichloroethanoI), S(O)(O)(=O)=O (sulphuric acid). Run in C(Cl)(Cl)Cl (chloroform). Run at temperature 100 celsius. Yields the product C(C=1C(O)=CC=CC1)(=O)OCC(Cl)(Cl)Cl (2,2,2-trichloroethyl salicylate). The yield is 59.2%. Reaction SMILES: [C:1]([OH:10])(=[O:9])[C:2]1[C:3](=[CH:5][CH:6]=[CH:7][CH:8]=1)[OH:4].[Cl:11][C:12]([Cl:16])([Cl:15])[CH2:13]O.S(=O)(=O)(O)O>C(Cl)(Cl)Cl>[C:1]([O:10][CH2:13][C:12]([Cl:16])([Cl:15])[Cl:11])(=[O:9])[C:2]1[C:3](=[CH:5][CH:6]=[CH:7][CH:8]=1)[OH:4]. Reported procedure: --A mixture of salicylic acid (90 g), 2,2,2-trichloroethanoI (270 g) and concentrated sulphuric acid (50 g) was stirred and heated at 100° C. for 4 hours. The mixture was diluted with chloroform (800 ml) and extracted with water (2×500 ml). After further extraction with saturated aqueous sodium bicarbonate solution (1000 ml), the organic layer was washed with water (2×500 ml) and dried (Mg SO4). The chloroform and excess trichloroethanol was removed in vacuo (65° C./20 mmHg) and the product was ...